This data is from the Open Reaction Database (ORD), a public repository of structured organic reaction records. The task is: describe an organic reaction: reactants, conditions, products, and yield The reactants are C(C)(C)(C)OC(NC1CCC(CC1)NC=1C=2N(C=CN1)C(=CN2)C2=NC(=CC=C2)NCC2=CSC=C2)=O ([4-(3-{6-[(thiophen-3-ylmethyl)-amino]-pyridin-2-yl}-imidazo[1,2-a]pyrazin-8-ylamino)-cyclohexyl]-carbamic acid tert-butyl ester). Run in C(C)O (ethanol), Cl (HCl). Reaction conditions: time 15 hour. Yields the product S1C=C(C=C1)CNC1=CC=CC(=N1)C1=CN=C2N1C=CN=C2NC2CCC(CC2)N (N-(3-{6-[(thiophen-3-ylmethyl)-amino]-pyridin-2-yl}-imidazo[1,2-a]pyrazin-8-yl)-cyclohexane-1,4-diamine). Reaction SMILES: C(OC(=O)[NH:7][CH:8]1[CH2:13][CH2:12][CH:11]([NH:14][C:15]2[C:16]3[N:17]([C:21]([C:24]4[CH:29]=[CH:28][CH:27]=[C:26]([NH:30][CH2:31][C:32]5[CH:36]=[CH:35][S:34][CH:33]=5)[N:25]=4)=[CH:22][N:23]=3)[CH:18]=[CH:19][N:20]=2)[CH2:10][CH2:9]1)(C)(C)C>C(O)C.Cl>[S:34]1[CH:35]=[CH:36][C:32]([CH2:31][NH:30][C:26]2[N:25]=[C:24]([C:21]3[N:17]4[CH:18]=[CH:19][N:20]=[C:15]([NH:14][CH:11]5[CH2:12][CH2:13][CH:8]([NH2:7])[CH2:9][CH2:10]5)[C:16]4=[N:23][CH:22]=3)[CH:29]=[CH:28][CH:27]=2)=[CH:33]1. Procedure details: The mixture of [4-(3-{6-[(thiophen-3-ylmethyl)-amino]-pyridin-2-yl}-imidazo[1,2-a]pyrazin-8-ylamino)-cyclohexyl]-carbamic acid tert-butyl ester (70 mg, 0.135 mmol) in ethanol (4 mL) and concentrated HCl (4 mL) was stirred at room temperature for 15 h. The reaction mixture was then concentrated under reduced pressure to give N-(3-{6-[(thiophen-3-ylmethyl)-amino]-pyridin-2-yl}-imidazo[1,2-a]pyrazin-8-yl)-cyclohexane-1,4-diamine; hydrochloride. (Yield 83 mg). 1HNMR (300 MHz, CD3OD): δ 8.06 (s, 1H),... Reactants: [H-].[Na+] (sodium hydride), ice water, FC(C=1C=C(C=CC1)O)(F)F (3-(trifluoromethyl)phenol), C(C)OCCl (chloromethyl ethyl ether). The solvent is CN(C)C=O (DMF), CN(C)C=O (DMF), CN(C)C=O (DMF). Reaction conditions: time 30 minute. The product is C(C)OCOC1=CC(=CC=C1)C(F)(F)F (1-ethoxymethoxy-3-(trifluoromethyl)benzene). Isolated yield 95.7%. Reaction SMILES: [F:1][C:2]([F:11])([F:10])[C:3]1[CH:4]=[C:5]([OH:9])[CH:6]=[CH:7][CH:8]=1.[H-].[Na+].[CH2:14]([O:16][CH2:17]Cl)[CH3:15]>CN(C=O)C>[CH2:14]([O:16][CH2:17][O:9][C:5]1[CH:6]=[CH:7][CH:8]=[C:3]([C:2]([F:10])([F:11])[F:1])[CH:4]=1)[CH3:15] |f:1.2|. Procedure details: A mixture of 10 g of 3-(trifluoromethyl)phenol and 15 ml of DMF was added dropwise to a mixture of 2.71 g of sodium hydride (60%, oil-based) and 45 ml of DMF under ice-cooling, and the mixture was stirred for 30 minutes. Subsequently, a mixture of 7.0 g of chloromethyl ethyl ether and 5 ml of DMF was added dropwise thereto, and the mixture was stirred for 1 hour. The reaction mixture was added to ice water. This mixture was extracted twice with ethyl acetate. The organic layers were combined and... The reactants are Brc1ccc(Br)nc1, CN(C)C=O, [H-], [Na+], Oc1ccccc1. Product: Brc1ccc(Oc2ccccc2)nc1. Reaction SMILES: [Br:10][c:11]1[n:12][cH:13][c:14]([Br:17])[cH:15][cH:16]1.[CH3:18][N:19]([CH3:20])[CH:21]=[O:22].[H-:8].[Na+:9].[OH:1][c:2]1[cH:3][cH:4][cH:5][cH:6][cH:7]1>>[O:1]([c:2]1[cH:3][cH:4][cH:5][cH:6][cH:7]1)[c:11]1[n:12][cH:13][c:14]([Br:17])[cH:15][cH:16]1. The product is CN1N=CC=C1C=1CCCN(C1)C(=O)OC(C)(C)C (tert-butyl 5-(1-methyl-1H-pyrazol-5-yl)-3,4-dihydropyridine-1(2H)-carboxylate). Procedure: To a solution of tert-butyl 5-(trifluoromethylsulfonyloxy)-3,4-dihydropyridine-1(2H)-carboxylate (2.0 g, 6.0 mmol) in dioxane (40 mL) was added 1-methyl-1H-pyrazol-5-ylboronic acid (0.83 g, 6.60 mmol), Na2CO3 (1.90 g, 18.1 mmol), and Pd(dppf)Cl2 (370 mg, 0.600 mmol). The resulting mixture was stirred at 80° C. for 18 h. After concentration, the residue was purified by silica gel chromatography eluting with a 0-25% gradient of EtOAc in petroleum ether to give tert-butyl 5-(1-methyl-1H-pyrazol-5-y... Reagents/catalysts: C1=CC=C(C=C1)P([C-]2C=CC=C2)C3=CC=CC=C3.C1=CC=C(C=C1)P([C-]2C=CC=C2)C3=CC=CC=C3.Cl[Pd]Cl.[Fe+2] (Pd(dppf)Cl2). Run in O1CCOCC1 (dioxane). Isolated yield 50.6%. Starting materials: FC(S(=O)(=O)OC=1CCCN(C1)C(=O)OC(C)(C)C)(F)F (tert-butyl 5-(trifluoromethylsulfonyloxy)-3,4-dihydropyridine-1(2H)-carboxylate), CN1N=CC=C1B(O)O (1-methyl-1H-pyrazol-5-ylboronic acid), C(=O)([O-])[O-].[Na+].[Na+] (Na2CO3). As a reaction SMILES: FC(F)(F)S(O[C:7]1[CH2:8][CH2:9][CH2:10][N:11]([C:13]([O:15][C:16]([CH3:19])([CH3:18])[CH3:17])=[O:14])[CH:12]=1)(=O)=O.[CH3:22][N:23]1[C:27](B(O)O)=[CH:26][CH:25]=[N:24]1.C([O-])([O-])=O.[Na+].[Na+]>O1CCOCC1.C1C=CC(P(C2C=CC=CC=2)[C-]2C=CC=C2)=CC=1.C1C=CC(P(C2C=CC=CC=2)[C-]2C=CC=C2)=CC=1.Cl[Pd]Cl.[Fe+2]>[CH3:22][N:23]1[C:27]([C:7]2[CH2:8][CH2:9][CH2:10][N:11]([C:13]([O:15][C:16]([CH3:19])([CH3:18])[CH3:17])=[O:14])[CH:12]=2)=[CH:26][CH:25]=[N:24]1 |f:2.3.4,6.7.8.9|. Conditions: temperature 80 celsius, time 18 hour. The reactants are CCOC(C)=O, Clc1cc(Oc2ccc3ncccc3c2)ncn1, [N-]=[N+]=[N-], [Na+], CN(C)C=O, O. Yields the product [N-]=[N+]=Nc1cc(Oc2ccc3ncccc3c2)ncn1. As a reaction SMILES: [CH3:28][CH2:29][O:30][C:31]([CH3:32])=[O:33].[Cl:1][c:2]1[cH:3][c:4]([O:8][c:9]2[cH:10][c:11]3[cH:12][cH:13][cH:14][n:15][c:16]3[cH:17][cH:18]2)[n:5][cH:6][n:7]1.[N-:19]=[N+:20]=[N-:21].[Na+:22].[O:23]=[CH:24][N:25]([CH3:26])[CH3:27].[OH2:34]>>[c:2]1([N:19]=[N+:20]=[N-:21])[cH:3][c:4]([O:8][c:9]2[cH:10][c:11]3[cH:12][cH:13][cH:14][n:15][c:16]3[cH:17][cH:18]2)[n:5][cH:6][n:7]1. Reactants: C(C)(C)(C)OC(=O)N1CCC(CC1)CO (4-hydroxymethyl-piperidine-1-carboxylic acid tert-butyl ester), [H-].[Na+] (NaH), O (water), C(C1=CC=CC=C1)OC1=CC=C(C=C1)C1=C(N=NC(=C1)Cl)CCCC (4-(4-benzyloxy-phenyl)-3-butyl-6-chloro-pyridazine). Solvent: C1CCOC1 (THF). Run at time 10 minute. The product is C(C)(C)(C)OC(=O)N1CCC(CC1)COC=1N=NC(=C(C1)C1=CC=C(C=C1)OCC1=CC=CC=C1)CCCC (4-[5-(4-benzyloxy-phenyl)-6-butyl-pyridazin-3-yloxymethyl]-piperidine-1-carboxylic acid tert-butyl ester). Reaction SMILES: [C:1]([O:5][C:6]([N:8]1[CH2:13][CH2:12][CH:11]([CH2:14][OH:15])[CH2:10][CH2:9]1)=[O:7])([CH3:4])([CH3:3])[CH3:2].[H-].[Na+].[CH2:18]([O:25][C:26]1[CH:31]=[CH:30][C:29]([C:32]2[CH:37]=[C:36](Cl)[N:35]=[N:34][C:33]=2[CH2:39][CH2:40][CH2:41][CH3:42])=[CH:28][CH:27]=1)[C:19]1[CH:24]=[CH:23][CH:22]=[CH:21][CH:20]=1.O>C1COCC1>[C:1]([O:5][C:6]([N:8]1[CH2:13][CH2:12][CH:11]([CH2:14][O:15][C:36]2[N:35]=[N:34][C:33]([CH2:39][CH2:40][CH2:41][CH3:42])=[C:32]([C:29]3[CH:28]=[CH:27][C:26]([O:25][CH2:18][C:19]4[CH:20]=[CH:21][CH:22]=[CH:23][CH:24]=4)=[CH:31][CH:30]=3)[CH:37]=2)[CH2:10][CH2:9]1)=[O:7])([CH3:4])([CH3:3])[CH3:2] |f:1.2|. Procedure: To a stirred solution of 4-hydroxymethyl-piperidine-1-carboxylic acid tert-butyl ester (1.13 mmol, 240 mg) in THF (10 mL) at room temperature was added NaH (100 mg, 4.5 mmol). Stirring continued for 10 min then 4-(4-benzyloxy-phenyl)-3-butyl-6-chloro-pyridazine (Example 1, 0.56 mmol, 200 mg) was added. The resulting mixture was stirred at 50-55° C. over night, then was poured into water and extracted with ethyl acetate. The organic layer was washed with water, brine, dried (Na2SO4), filtered and... The reactants are BrCC1=C(C(=O)OC)C=CC(=C1)OC (methyl 2-(bromomethyl)-4-methoxybenzoate), N1CCOCC1 (morpholine), O (water). The solvent is C(Cl)Cl (DCM). Reaction conditions: time 8 hour. Product: COC1=CC(=C(C(=O)OC)C=C1)CN1CCOCC1 (methyl 4-methoxy-2-(morpholinomethyl)benzoate). Yield: 49.9%. As a reaction SMILES: Br[CH2:2][C:3]1[CH:12]=[C:11]([O:13][CH3:14])[CH:10]=[CH:9][C:4]=1[C:5]([O:7][CH3:8])=[O:6].[NH:15]1[CH2:20][CH2:19][O:18][CH2:17][CH2:16]1.O>C(Cl)Cl>[CH3:14][O:13][C:11]1[CH:10]=[CH:9][C:4]([C:5]([O:7][CH3:8])=[O:6])=[C:3]([CH2:2][N:15]2[CH2:20][CH2:19][O:18][CH2:17][CH2:16]2)[CH:12]=1. Reported procedure: To a solution of methyl 2-(bromomethyl)-4-methoxybenzoate (960 mg, 3.7 mmol) in DCM (18.5 mL) was added morpholine (0.68 mL, 7.8 mmol). The reaction mixture was stirred at room temperature overnight and poured onto iced water. The aqueous mixture was extracted with DCM (3×), and the combined organics were dried over MgSO4, filtered, and concentrated in vacuo to provide a yellow oil. The crude material was purified by flash chromatography on silica using a gradient of EtOAc in hexane (0 to 50%) a... Reactants: [N+](=O)([O-])C1=C(C=CC=C1)OC([C@H](NC(=O)OC(C)(C)C)CCCNC(=O)OCC1=CC=CC=C1)=O (Nα -Boc-Nδ -Cbz-(R)-ornithine o-nitrophenyl ester), Cl (HCl), Cl.COC1=CC=C([C@@H](CO)N)C=C1 ((S)-4-methoxy-α-hydroxymethylbenzylamine hydrochloride), CCN(C(C)C)C(C)C (DiPEA). Run in C(C)N(CC)CC (triethylamine), O (water), C(Cl)Cl (CH2Cl2), [Cl-].[Na+].O (brine). Yields the product C(=O)(OC(C)(C)C)N[C@@H](CCCNC(=O)OCC1=CC=CC=C1)C(=O)N[C@@H](CO)C1=CC=C(C=C1)OC ((R)-N2 -(Boc)-N5 -(Cbz)-(S)-N-[2-hydroxy-1-(4-methoxyphenyl)ethyl]ornithine amide). The yield is 78.3%. RXN SMILES: [N+](C1C=CC=CC=1O[C:11](=[O:35])[C@@H:12]([CH2:21][CH2:22][CH2:23][NH:24][C:25]([O:27][CH2:28][C:29]1[CH:34]=[CH:33][CH:32]=[CH:31][CH:30]=1)=[O:26])[NH:13][C:14]([O:16][C:17]([CH3:20])([CH3:19])[CH3:18])=[O:15])([O-])=O.Cl.[CH3:37][O:38][C:39]1[CH:48]=[CH:47][C:42]([C@H:43]([NH2:46])[CH2:44][OH:45])=[CH:41][CH:40]=1.CCN(C(C)C)C(C)C.Cl>C(Cl)Cl.[Cl-].[Na+].O.O.C(N(CC)CC)C>[C:14]([NH:13][C@H:12]([C:11]([NH:46][C@H:43]([C:42]1[CH:47]=[CH:48][C:39]([O:38][CH3:37])=[CH:40][CH:41]=1)[CH2:44][OH:45])=[O:35])[CH2:21][CH2:22][CH2:23][NH:24][C:25]([O:27][CH2:28][C:29]1[CH:30]=[CH:31][CH:32]=[CH:33][CH:34]=1)=[O:26])([O:16][C:17]([CH3:18])([CH3:19])[CH3:20])=[O:15] |f:1.2,6.7.8|. Procedure details: Prepared according to the method described in Example 11(a) above from Nα -Boc-Nδ -Cbz-(R)-ornithine o-nitrophenyl ester (4.83 g; 9.91 mmol; see Example 4(a) above) with (S)-4-methoxy-α-hydroxymethylbenzylamine hydrochloride (2.22 g; 10.90 mmol) and triethylamine (1.50 g; 14.87 mmol; instead of DiPEA) in CH2Cl2 (150 mL), 18 hours reaction time. The reaction mixture was submitted to aqueous work up using water, 1N HCl and brine. The organic solution was dried, filtered and concentrated to give th... Product: O1C(=CC=C1)C1=C(C(=NC(=N1)N)NCCC)I (6-Furan-2-yl-5-iodo-N4-propyl-pyrimidine-2,4-diamine). RXN SMILES: [O:1]1[CH:5]=[CH:4][CH:3]=[C:2]1[C:6]1[C:11]([I:12])=[C:10](S(C)=O)[N:9]=[C:8]([NH2:16])[N:7]=1.[CH2:17]([NH2:20])[CH2:18][CH3:19]>C1COCC1>[O:1]1[CH:5]=[CH:4][CH:3]=[C:2]1[C:6]1[N:7]=[C:8]([NH2:16])[N:9]=[C:10]([NH:20][CH2:17][CH2:18][CH3:19])[C:11]=1[I:12]. The reactants are O1C(=CC=C1)C1=NC(=NC(=C1I)S(=O)C)N (4-furan-2-yl-5-iodo-6-methanesulfinyl-pyrimidin-2-yl-amine), C(CC)N (propylamine). The solvent is C1CCOC1 (THF). Reported procedure: From 4-furan-2-yl-5-iodo-6-methanesulfinyl-pyrimidin-2-yl-amine and propylamine in THF. ES-MS m/e (%): 345 (M+H+, 100). The reactants are CC1C(NN=C2COC3=CC(=C(C=C3N12)NC1(CNC1)C)C1=CC=CC=C1)=O (4-methyl-6-(3-methyl-azetidin-3-ylamino)-7-phenyl-2,10-dihydro-9-oxa-1,2,4a-triaza-phenanthren-3-one), C=O (paraformaldehyde), [BH3-]C#N.[Na+] (NaBH3CN). Solvent: CO (MeOH), CC(=O)O (AcOH). Run at temperature 80 celsius, time 0.5 hour. Product: CN1CC(C1)(C)NC=1C=C2N3C(C(NN=C3COC2=CC1C1=CC=CC=C1)=O)C (6-(1,3-dimethyl-azetidin-3-ylamino)-4-methyl-7-phenyl-2,10-dihydro-9-oxa-1,2,4a-triaza-phenanthren-3-one). Yield: 102.2%. RXN SMILES: [CH3:1][CH:2]1[N:15]2[C:6]([CH2:7][O:8][C:9]3[C:14]2=[CH:13][C:12]([NH:16][C:17]2([CH3:21])[CH2:20][NH:19][CH2:18]2)=[C:11]([C:22]2[CH:27]=[CH:26][CH:25]=[CH:24][CH:23]=2)[CH:10]=3)=[N:5][NH:4][C:3]1=[O:28].C=O.[BH3-][C:32]#N.[Na+]>CO.CC(O)=O>[CH3:32][N:19]1[CH2:20][C:17]([NH:16][C:12]2[CH:13]=[C:14]3[C:9](=[CH:10][C:11]=2[C:22]2[CH:23]=[CH:24][CH:25]=[CH:26][CH:27]=2)[O:8][CH2:7][C:6]2[N:15]3[CH:2]([CH3:1])[C:3](=[O:28])[NH:4][N:5]=2)([CH3:21])[CH2:18]1 |f:2.3|. Procedure: A solution of 4-methyl-6-(3-methyl-azetidin-3-ylamino)-7-phenyl-2,10-dihydro-9-oxa-1,2,4a-triaza-phenanthren-3-one (0.095 g, 57% purity, 0.15 mmol) and paraformaldehyde (0.015 g, 0.45 mmol) in MeOH (10 mL) and AcOH (1 mL) was heated at 80° C. for 2 h. NaBH3CN (0.019 g, 0.30 mmol) was added and the reaction mixture was stirred at 80° C. for 0.5 h. The reaction mixture was cooled to ambient temperature. The solvent was removed in vacuo and the residue was washed with aqueous saturated Na2CO3 solut...